This data is from the Open Reaction Database (ORD), a public repository of structured organic reaction records. The task is: describe an organic reaction: reactants, conditions, products, and yield The reactants are N1(CCNCC1)C1=NC=2CCCCC2C(=C1)C1=CC=CC=C1 (2-(1-piperazinyl)-4-phenyl-5,6,7,8-tetrahydroquinoline), O1C(=CC=C1)C(=O)O (2-furancarboxylic acid), Cl.CN(CCCN=C=NCC)C (1-(3-dimethylaminopropyl) 3-ethylcarbodiimide hydrochloride). The solvent is C(Cl)(Cl)Cl (chloroform). Conditions: temperature 25 celsius, time 2 hour. The product is O1C(=CC=C1)C(=O)N1CCN(CC1)C1=NC=2CCCCC2C(=C1)C1=CC=CC=C1 (2-[4-(2-furoyl)-1-piperazinyl]-4-phenyl-5,6,7,8-tetrahydroquinoline). Yield: 25.2%. As a reaction SMILES: [N:1]1([C:7]2[CH:16]=[C:15]([C:17]3[CH:22]=[CH:21][CH:20]=[CH:19][CH:18]=3)[C:14]3[CH2:13][CH2:12][CH2:11][CH2:10][C:9]=3[N:8]=2)[CH2:6][CH2:5][NH:4][CH2:3][CH2:2]1.[O:23]1[CH:27]=[CH:26][CH:25]=[C:24]1[C:28](O)=[O:29].Cl.CN(C)CCCN=C=NCC>C(Cl)(Cl)Cl>[O:23]1[CH:27]=[CH:26][CH:25]=[C:24]1[C:28]([N:4]1[CH2:3][CH2:2][N:1]([C:7]2[CH:16]=[C:15]([C:17]3[CH:22]=[CH:21][CH:20]=[CH:19][CH:18]=3)[C:14]3[CH2:13][CH2:12][CH2:11][CH2:10][C:9]=3[N:8]=2)[CH2:6][CH2:5]1)=[O:29] |f:2.3|. Procedure: A mixture of 2-(1-piperazinyl)-4-phenyl-5,6,7,8-tetrahydroquinoline (1.2 g), 2-furancarboxylic acid (0.46 g), chloroform (40 ml) and 1-(3-dimethylaminopropyl) 3-ethylcarbodiimide hydrochloride (0.79 g) is stirred at 25° C. for 2 hours. The reaction mixture is washed with water, dried over anhydrous sodium sulfate, and the solvent is distilled off under reduced pressure. The residue is dissolved in toluene and subjected to silica gel column chromatography. The fractions eluted with toluene and to...